This data is from the Open Reaction Database (ORD), a public repository of structured organic reaction records. The task is: describe an organic reaction: reactants, conditions, products, and yield Reactants: NC1=CC=C(C=C1)N1CCC(CC1)N(C(C)=O)C (N-(1-(4-aminophenyl)piperidin-4-yl)-N-methylacetamide), N(=O)[O-].[Na+] (NaNO2), Br (HBr), CuBr, Br (HBr), [OH-].[Na+] (NaOH). Run in O (H2O). Conditions: temperature 0 celsius, time 40 minute. Yields the product BrC1=CC=C(C=C1)N1CCC(CC1)N(C(C)=O)C (N-(1-(4-bromophenyl)piperidin-4-yl)-N-methylacetamide). RXN SMILES: N[C:2]1[CH:7]=[CH:6][C:5]([N:8]2[CH2:13][CH2:12][CH:11]([N:14]([CH3:18])[C:15](=[O:17])[CH3:16])[CH2:10][CH2:9]2)=[CH:4][CH:3]=1.N([O-])=O.[Na+].[OH-].[Na+].[BrH:25]>O>[Br:25][C:2]1[CH:7]=[CH:6][C:5]([N:8]2[CH2:13][CH2:12][CH:11]([N:14]([CH3:18])[C:15](=[O:17])[CH3:16])[CH2:10][CH2:9]2)=[CH:4][CH:3]=1 |f:1.2,3.4|. Procedure details: To a solution of N-(1-(4-aminophenyl)piperidin-4-yl)-N-methylacetamide (479.7 mg, 1.94 mmol) in 6 mL of aq HBr was added a solution of NaNO2 (147 mg, 2.13 mmol) in 2 mL of H2O at 0° C., then the mixture was stirred at 0° C. for 40 minutes. After that, the mixture was poured into a solution of CuBr (584 mg, 4.07 mmol) in 6 mL aq HBr at 0° C., the reaction was heated to 60° C. and stirred for 2 hours. After cooling, the mixture was based with 2M NaOH to pH=8-9 and extracted with EA, washed with H2... Starting materials: O1CCC(=CC1)C=1C=CC(=C(NCC2=NC=CC=C2)C1)[N+](=O)[O-] (5-(3,6-dihydro-2H-pyran-4-yl)-2-nitro-N-(pyridin-2-ylmethyl)aniline), [H][H] (hydrogen). The reagents and catalysts are [Ni] (RaNi). Run in C1CCOC1 (THF). Yields the product O1CCC(CC1)C1=CC=C(C(=C1)NCC1=NC=CC=C1)N (5-(oxan-4-yl)-1-N-(pyridin-2-ylmethyl)benzene-1,2-diamine). As a reaction SMILES: [O:1]1[CH2:6][CH:5]=[C:4]([C:7]2[CH:8]=[CH:9][C:10]([N+:21]([O-])=O)=[C:11]([CH:20]=2)[NH:12][CH2:13][C:14]2[CH:19]=[CH:18][CH:17]=[CH:16][N:15]=2)[CH2:3][CH2:2]1.[H][H]>C1COCC1.[Ni]>[O:1]1[CH2:6][CH2:5][CH:4]([C:7]2[CH:20]=[C:11]([NH:12][CH2:13][C:14]3[CH:19]=[CH:18][CH:17]=[CH:16][N:15]=3)[C:10]([NH2:21])=[CH:9][CH:8]=2)[CH2:3][CH2:2]1. Reported procedure: 5-(3,6-dihydro-2H-pyran-4-yl)-2-nitro-N-(pyridin-2-ylmethyl)aniline E-1.9′ (82 mg; 0.26 mmol) is dissolved in THF (25 ml) and filled into a Büchi autoclave. RaNi is added and the reaction is hydrogenated with 5 bar hydrogen pressure overnight. The reaction mixture is filtered on a plug of celite. The filtrate is then concentrated under reduced pressure. The product is used in the next step without further purification. Reactants: CCOC(=O)c1c(C)[nH]c(C=O)c1CCCN1CCN(C)CC1, C1CCNCC1, CCO, O=C1Cc2c(cccc2-c2ccc(Cl)cc2)N1. The product is CCOC(=O)c1c(C)[nH]c(C=C2C(=O)Nc3cccc(-c4ccc(Cl)cc4)c32)c1CCCN1CCN(C)CC1. RXN SMILES: [CH2:18]([CH3:19])[O:20][C:21](=[O:22])[c:23]1[c:24]([CH3:40])[nH:25][c:26]([CH:38]=[O:39])[c:27]1[CH2:28][CH2:29][CH2:30][N:31]1[CH2:32][CH2:33][N:34]([CH3:37])[CH2:35][CH2:36]1.[CH2:41]1[CH2:42][CH2:43][NH:44][CH2:45][CH2:46]1.[CH3:47][CH2:48][OH:49].[Cl:1][c:2]1[cH:3][cH:4][c:5](-[c:8]2[c:9]3[c:13]([cH:14][cH:15][cH:16]2)[NH:12][C:11](=[O:17])[CH2:10]3)[cH:6][cH:7]1>>[Cl:1][c:2]1[cH:3][cH:4][c:5](-[c:8]2[c:9]3[c:13]([cH:14][cH:15][cH:16]2)[NH:12][C:11](=[O:17])[C:10]3=[CH:38][c:26]2[nH:25][c:24]([CH3:40])[c:23]([C:21]([O:20][CH2:18][CH3:19])=[O:22])[c:27]2[CH2:28][CH2:29][CH2:30][N:31]2[CH2:32][CH2:33][N:34]([CH3:37])[CH2:35][CH2:36]2)[cH:6][cH:7]1. Reactants: F[B-](F)(F)F.C(C1=CC=CC=C1)=N[N+]1=C(N(C=C1)C)C (1-benzylideneamino-2,3-dimethylimidazolium tetrafluoroborate), F[B-](F)(F)F.[H+] (tetrafluoroboric acid). Run in O (water). Reaction conditions: time 3 hour. Product: F[B-](F)(F)F.CC1=[NH+]C=CN1C (2,3-dimethylimidazolium tetrafluoroborate). RXN SMILES: [F:1][B-:2]([F:5])([F:4])[F:3].C(=N[N+:14]1[CH:18]=[CH:17][N:16]([CH3:19])[C:15]=1[CH3:20])C1C=CC=CC=1.F[B-](F)(F)F.[H+]>O>[F:1][B-:2]([F:5])([F:4])[F:3].[CH3:20][C:15]1[N:16]([CH3:19])[CH:17]=[CH:18][NH+:14]=1 |f:0.1,2.3,5.6|. Procedure details: 0.86 g of 1-benzylideneamino-2,3-dimethylimidazolium tetrafluoroborate is suspended in 30 ml of water. The suspension is treated with 1 ml of 50 percent tetrafluoroboric acid and steam-distilled until benzaldehyde no longer passes over. The colorless acidic solution is then treated with 0.45 g of p-(dimethylamino)benzaldehyde and stirred at room temperature for 3 hours. The resulting orange-yellow precipitate is removed by filtration under suction, washed three times with water and three times w... Reactants: CC(C)(C)[Si](C)(C)Cl, CN(C)C(=O)c1ccc2c(c1O)OCO2, ClCCl, c1c[nH]cn1. Yields the product CN(C)C(=O)c1ccc2c(c1O[Si](C)(C)C(C)(C)C)OCO2. As a reaction SMILES: [C:1]([CH3:2])([CH3:3])([CH3:4])[Si:5]([CH3:6])([CH3:7])[Cl:8].[CH3:9][N:10]([C:11](=[O:12])[c:13]1[c:14]([OH:22])[c:15]2[c:16]([cH:20][cH:21]1)[O:17][CH2:18][O:19]2)[CH3:23].[Cl:29][CH2:30][Cl:31].[nH:24]1[cH:25][cH:26][n:27][cH:28]1>>[C:1]([CH3:2])([CH3:3])([CH3:4])[Si:5]([CH3:6])([CH3:7])[O:22][c:14]1[c:13]([C:11]([N:10]([CH3:9])[CH3:23])=[O:12])[cH:21][cH:20][c:16]2[c:15]1[O:19][CH2:18][O:17]2. The reactants are CCOC(=O)C(CCO[Si](C)(C)C(C)(C)C)c1ccc(C=CC(=O)Nc2ccccc2NC(=O)OC(C)(C)C)cc1, CO, [Li+], [OH-], O, O. Yields the product CC(C)(C)OC(=O)Nc1ccccc1NC(=O)C=Cc1ccc(C(CCO[Si](C)(C)C(C)(C)C)C(=O)O)cc1. Reaction SMILES: [CH2:1]([CH3:2])[O:3][C:4]([CH:5]([CH2:6][CH2:7][O:8][Si:9]([CH3:10])([CH3:11])[C:12]([CH3:13])([CH3:14])[CH3:15])[c:16]1[cH:17][cH:18][c:19]([CH:22]=[CH:23][C:24]([NH:25][c:26]2[c:27]([NH:32][C:33](=[O:34])[O:35][C:36]([CH3:37])([CH3:38])[CH3:39])[cH:28][cH:29][cH:30][cH:31]2)=[O:40])[cH:20][cH:21]1)=[O:41].[CH3:45][OH:46].[Li+:43].[OH-:42].[OH2:44].[OH2:47]>>[O:3]=[C:4]([CH:5]([CH2:6][CH2:7][O:8][Si:9]([CH3:10])([CH3:11])[C:12]([CH3:13])([CH3:14])[CH3:15])[c:16]1[cH:17][cH:18][c:19]([CH:22]=[CH:23][C:24]([NH:25][c:26]2[c:27]([NH:32][C:33](=[O:34])[O:35][C:36]([CH3:37])([CH3:38])[CH3:39])[cH:28][cH:29][cH:30][cH:31]2)=[O:40])[cH:20][cH:21]1)[OH:41]. Starting materials: cyclic phosphites, 2-[2,4,6-tris(1,1-dimethylethyl)phenoxy]-6,8-bis(1,1-dimethylethyl)-4H-1,3,2-benzophosphorin, 2,4,6-di-t-butyl-6-hydroxymethylphenol, C(C)(C)(C)C1=C(C(=CC(=C1)C(C)(C)C)C(C)(C)C)P([O-])(Cl)Cl (2,4,6-tri-t-butyl-phenylphosphorodichloridite), CC1=CC(=C(OP2OC3=C(CO2)C=C(C=C3)C)C(=C1)C(C)(C)C)C(C)(C)C (2-[4-methyl-2,6-bis(1,1-dimethylethyl)phenoxy]-6-methyl-4H-1,3,2-benzodioxaphosphorin), CC1=CC=C(C(=C1)CO)O (4-methyl-6-hydroxymethylphenol), C(C)(C)(C)C1=C(C(=CC(=C1)C)C(C)(C)C)P([O-])(Cl)Cl (2,6-di-t-butyl-4-methylphenylphosphorodichloridite), CC(C)(C)C1=C(OP2OC3=C(CO2)C=CC=C3C(C)(C)C)C(=CC(=C1)C(C)(C)C)C(C)(C)C (2-[2,4,6-tris(1,1-dimethylethyl)phenoxy]-8-(1,1-dimethylethyl)-4H-1,3,2-benzodioxaphosphorin), C(C)(C)(C)C1=C(C(=CC=C1)CO)O (2-t-butyl-6-hydroxymethylphenol). The product is C(C)(C)(C)C1=C(OP2OC3=C(CO2)C=C(C=C3C)C)C(=CC(=C1)C)C(C)(C)C (2-(2,6-di-t-butyl-4-methylphenoxy)-6,8-dimethyl-4H-1,3,2-benzodioxaphosphorin). Reaction SMILES: [CH3:1][C:2]1[CH:19]=[C:18]([C:20]([CH3:23])([CH3:22])[CH3:21])[C:5]([O:6][P:7]2[O:12][CH2:11][C:10]3[CH:13]=[C:14]([CH3:17])[CH:15]=[CH:16][C:9]=3[O:8]2)=[C:4]([C:24]([CH3:27])([CH3:26])[CH3:25])[CH:3]=1.[CH3:28]C1C=C(CO)C(O)=CC=1.C(C1C=C(C)C=C(C(C)(C)C)C=1P(Cl)(Cl)[O-])(C)(C)C.C(C1C=C(C(C)(C)C)C=C(C(C)(C)C)C=1P(Cl)(Cl)[O-])(C)(C)C.CC(C1C=C(C(C)(C)C)C=C(C(C)(C)C)C=1OP1OCC2C=CC=C(C(C)(C)C)C=2O1)(C)C.C(C1C=CC=C(CO)C=1O)(C)(C)C>>[C:24]([C:4]1[CH:3]=[C:2]([CH3:1])[CH:19]=[C:18]([C:20]([CH3:21])([CH3:23])[CH3:22])[C:5]=1[O:6][P:7]1[O:12][CH2:11][C:10]2[CH:13]=[C:14]([CH3:17])[CH:15]=[C:16]([CH3:28])[C:9]=2[O:8]1)([CH3:27])([CH3:26])[CH3:25]. Procedure: Other cyclic phosphites prepared as described above were 2-[4-methyl-2,6-bis(1,1-dimethylethyl)phenoxy]-6-methyl-4H-1,3,2-benzodioxaphosphorin, melting point 117°-123° C., molecular weight 486, by the reaction of 4-methyl-6-hydroxymethylphenol with 2,6-di-t-butyl-4-methylphenylphosphorodichloridite; 2-[2,4,6-tris(1,1-dimethylethyl)phenoxy]-6,8-bis(1,1-dimethylethyl)-4H-1,3,2-benzophosphorin, melting point 166°-255° C., molecular weight 526, by the reaction of 2,4,6-di-t-butyl-6-hydroxymethylphen... Reactants: COC(C1=CC(=CC(=C1)I)Br)=O (methyl-3-bromo-5-iodobenzoate), [Br-].CC=1C=CC(=NC1)[Zn+] (5-methyl-2-pyridylzinc bromide), C([O-])(O)=O.[Na+] (sodium bicarbonate). The reagents and catalysts are C=1C=CC(=CC1)[P](C=2C=CC=CC2)(C=3C=CC=CC3)[Pd]([P](C=4C=CC=CC4)(C=5C=CC=CC5)C=6C=CC=CC6)([P](C=7C=CC=CC7)(C=8C=CC=CC8)C=9C=CC=CC9)[P](C=1C=CC=CC1)(C=1C=CC=CC1)C=1C=CC=CC1 (tetrakis(triphenylphosphine)palladium(0)). Solvent: O1CCCC1 (tetrahydrofuran). Conditions: time 6 hour. Yields the product BrC=1C=C(C(=O)OC)C=C(C1)C1=NC=C(C=C1)C (Methyl 3-bromo-5-(5-methylpyridin-2-yl)benzoate). RXN SMILES: [CH3:1][O:2][C:3](=[O:12])[C:4]1[CH:9]=[C:8](I)[CH:7]=[C:6]([Br:11])[CH:5]=1.[Br-].[CH3:14][C:15]1[CH:16]=[CH:17][C:18]([Zn+])=[N:19][CH:20]=1.C(=O)(O)[O-].[Na+]>O1CCCC1.C1C=CC([P]([Pd]([P](C2C=CC=CC=2)(C2C=CC=CC=2)C2C=CC=CC=2)([P](C2C=CC=CC=2)(C2C=CC=CC=2)C2C=CC=CC=2)[P](C2C=CC=CC=2)(C2C=CC=CC=2)C2C=CC=CC=2)(C2C=CC=CC=2)C2C=CC=CC=2)=CC=1>[Br:11][C:6]1[CH:5]=[C:4]([CH:9]=[C:8]([C:18]2[CH:17]=[CH:16][C:15]([CH3:14])=[CH:20][N:19]=2)[CH:7]=1)[C:3]([O:2][CH3:1])=[O:12] |f:1.2,3.4,^1:35,37,56,75|. Procedure details: To a solution methyl-3-bromo-5-iodobenzoate (10.0 g, 29.3 mmol) and 5-methyl-2-pyridylzinc bromide (0.5 M in THF; 64.5 mL, 32.3 mmol) in tetrahydrofuran (84 mL) was added tetrakis(triphenylphosphine)palladium(0) (1.70 g, 1.47 mmol). The reaction mixture was stirred at ambient temperature. After 6 h, saturated aqueous sodium bicarbonate was added. The mixture was extracted with ethyl acetate (3×). The combined organic extracts were washed with sodium potassium tartrate tetrahydrate (2×), brine, d...